Dataset: the Open Reaction Database (ORD), a public repository of structured organic reaction records. Task: describe an organic reaction: reactants, conditions, products, and yield Reactants: ClC(C(=O)OC)CC=1C=NC(=CC1)SC1=CC=CC=C1 (Methyl 2-chloro-3-(6-phenylthio-3-pyridyl)propionate), ClC1=CC(=CC=C1)C(=O)OO (m-chloroperbenzoic acid). Solvent: ClCCl (dichloromethane). Yields the product ClC(C(=O)OC)CC=1C=NC(=CC1)S(=O)C1=CC=CC=C1 (methyl 2-chloro-3-(6-phenylsulfinyl-3-pyridyl)propionate). Reaction SMILES: [Cl:1][CH:2]([CH2:7][C:8]1[CH:9]=[N:10][C:11]([S:14][C:15]2[CH:20]=[CH:19][CH:18]=[CH:17][CH:16]=2)=[CH:12][CH:13]=1)[C:3]([O:5][CH3:6])=[O:4].ClC1C=CC=C(C(OO)=[O:29])C=1>ClCCl>[Cl:1][CH:2]([CH2:7][C:8]1[CH:9]=[N:10][C:11]([S:14]([C:15]2[CH:20]=[CH:19][CH:18]=[CH:17][CH:16]=2)=[O:29])=[CH:12][CH:13]=1)[C:3]([O:5][CH3:6])=[O:4]. Reported procedure: Methyl 2-chloro-3-(6-phenylthio-3-pyridyl)propionate (10.5 g), prepared in substantially the same manner as in Reference Example 5 using the corresponding starting materials, is dissolved in 100 ml of dichloromethane. To the solution, 7.1 g of m-chloroperbenzoic acid is added slowly with stirring under cooling in an ice-water bath. The mixture is stirred at room temperature for 1 hour, washed with saturated sodium carbonate solution, dried over magnesium sulfate, and concentrated to give crude m... Starting materials: C(C)(=O)CC(C)=O (Acetylacetone), O.N (ammonia water), BrC=1C=C(C(=NC1)C1=CCC(CC1)N1CCOCC1)C (4-[4-(5-bromo-3-methylpyridin-2-yl)cyclohex-3-en-1-yl]morpholine), C([O-])([O-])=O.[Cs+].[Cs+] (cesium carbonate). Reagents/catalysts: CC(=CC(=O)C)O.CC(=CC(=O)C)O.[Cu] (copper acetylacetonate). Solvent: CN(C=O)C (N,N-dimethylformamide). Run at temperature 100 celsius, time 20 hour. Yields the product CC=1C=C(C=NC1C1=CCC(CC1)N1CCOCC1)N (5-Methyl-6-[4-(morpholin-4-yl)cyclohex-1-en-1-yl]pyridin-3-amine). RXN SMILES: C(CC(=O)C)(=O)C.O.[NH3:9].Br[C:11]1[CH:12]=[C:13]([CH3:29])[C:14]([C:17]2[CH2:22][CH2:21][CH:20]([N:23]3[CH2:28][CH2:27][O:26][CH2:25][CH2:24]3)[CH2:19][CH:18]=2)=[N:15][CH:16]=1.C(=O)([O-])[O-].[Cs+].[Cs+]>CN(C)C=O.CC(O)=CC(C)=O.CC(O)=CC(C)=O.[Cu]>[CH3:29][C:13]1[CH:12]=[C:11]([NH2:9])[CH:16]=[N:15][C:14]=1[C:17]1[CH2:22][CH2:21][CH:20]([N:23]2[CH2:28][CH2:27][O:26][CH2:25][CH2:24]2)[CH2:19][CH:18]=1 |f:1.2,4.5.6,8.9.10|. Reported procedure: Acetylacetone (0.31 ml) and 28% ammonia water (1.78 ml) were added to a suspension of 4-[4-(5-bromo-3-methylpyridin-2-yl)cyclohex-3-en-1-yl]morpholine (2 g), copper acetylacetonate (466 mg) and cesium carbonate (3.86 g) in N,N-dimethylformamide (12 ml), sealed in a tube under nitrogen atmosphere and stirred at 100° C. for 20 hours. After completion of the reaction, the reaction solution was left stand to room temperature and concentrated. The resulting residue was diluted with water and extracte...